This data is from the Open Reaction Database (ORD), a public repository of structured organic reaction records. The task is: describe an organic reaction: reactants, conditions, products, and yield The reactants are COc1ccc(Oc2cccc(C=O)c2)cc1, CCO, [Cl-], CCOC(=O)CN=[N+]=[N-], [NH4+], [Na]. Product: CCOC(=O)C(=Cc1cccc(Oc2ccc(OC)cc2)c1)N=[N+]=[N-]. As a reaction SMILES: [CH3:11][O:12][c:13]1[cH:14][cH:15][c:16]([O:17][c:18]2[cH:19][c:20]([CH:21]=[O:22])[cH:23][cH:24][cH:25]2)[cH:26][cH:27]1.[CH3:30][CH2:31][OH:32].[Cl-:28].[N:2](=[N+:3]=[N-:4])[CH2:5][C:6](=[O:7])[O:8][CH2:9][CH3:10].[NH4+:29].[Na:1]>>[N:2](=[N+:3]=[N-:4])[C:5]([C:6](=[O:7])[O:8][CH2:9][CH3:10])=[CH:21][c:20]1[cH:19][c:18]([O:17][c:16]2[cH:15][cH:14][c:13]([O:12][CH3:11])[cH:27][cH:26]2)[cH:25][cH:24][cH:23]1. Starting materials: ClC=1C=C(C=CC1C(C(C(F)(F)F)(C=1C=NC(=CC1)OC)O)C)C1=CC=C(C=C1)CC#N ({3′-chloro-4′-[3,3,3-trifluoro-2-hydroxy-2-(6-methoxy-pyridin-3-yl)-1-methyl-propyl]-biphenyl-4-yl}-acetonitrile), Cl (HCl), O (water). Run in O1CCOCC1 (dioxane). Conditions: temperature 100 celsius, time 1.5 hour. Product: ClC=1C=C(C=CC1C(C(C(F)(F)F)(C1=CNC(C=C1)=O)O)C)C1=CC=C(C=C1)CC#N ({3′-Chloro-4′-[3,3,3-trifluoro-2-hydroxy-1-methyl-2-(6-oxo-1,6-dihydro-pyridin-3-yl)-propyl]-biphenyl-4-yl}-acetonitrile). Isolated yield 69.9%. As a reaction SMILES: [Cl:1][C:2]1[CH:3]=[C:4]([C:24]2[CH:29]=[CH:28][C:27]([CH2:30][C:31]#[N:32])=[CH:26][CH:25]=2)[CH:5]=[CH:6][C:7]=1[CH:8]([CH3:23])[C:9]([OH:22])([C:14]1[CH:15]=[N:16][C:17]([O:20]C)=[CH:18][CH:19]=1)[C:10]([F:13])([F:12])[F:11].Cl.O>O1CCOCC1>[Cl:1][C:2]1[CH:3]=[C:4]([C:24]2[CH:29]=[CH:28][C:27]([CH2:30][C:31]#[N:32])=[CH:26][CH:25]=2)[CH:5]=[CH:6][C:7]=1[CH:8]([CH3:23])[C:9]([OH:22])([C:14]1[CH:19]=[CH:18][C:17](=[O:20])[NH:16][CH:15]=1)[C:10]([F:12])([F:11])[F:13]. Reported procedure: To a solution of {3′-chloro-4′-[3,3,3-trifluoro-2-hydroxy-2-(6-methoxy-pyridin-3-yl)-1-methyl-propyl]-biphenyl-4-yl}-acetonitrile (87 mg) in dioxane (2.8 ml) was added conc. aqueous HCl (0.31 ml). The mixture was stirred at 100° C. for 1.5 h. After cooling to room temperature, water was added and the mixture was extracted with EtOAc. The organic phase was concentrated to dryness and the product was purified by chromatography (SiO2, CH2Cl2/MeOH 1:0=>9:1) to give the title compound (59 mg) as a co... Procedure details: A mixture of 9.96 g. (60 mmol.) of 2-methoxy-3-acetyl-1-hepten-5-yne, 0.50 g. of Lindlar catalyst, and 10 drops of synthetic quinoline in 100 ml. of ethyl acetate was stirred under one atmosphere of hydrogen until hydrogen absorption was complete, then filtered, concentrated and distilled to afford (Z)-2-methoxy-3-acetyl-1,5-heptadiene; b.p. 64°-66°, (2.0 mmHg). The reactants are COC(=C)C(CC#CC)C(C)=O (2-methoxy-3-acetyl-1-hepten-5-yne), [H][H] (hydrogen), [H][H] (hydrogen). Reagents/catalysts: [Pd].CC(=O)[O-].CC(=O)[O-].[Pb+2] (Lindlar catalyst), N1=CC=CC2=CC=CC=C12 (quinoline). The product is COC(=C)C(C\C=C/C)C(C)=O ((Z)-2-methoxy-3-acetyl-1,5-heptadiene). The solvent is C(C)(=O)OCC (ethyl acetate). Reaction SMILES: [CH3:1][O:2][C:3]([CH:5]([C:10](=[O:12])[CH3:11])[CH2:6][C:7]#[C:8][CH3:9])=[CH2:4].[H][H]>[Pd].CC([O-])=O.CC([O-])=O.[Pb+2].N1C2C(=CC=CC=2)C=CC=1.C(OCC)(=O)C>[CH3:1][O:2][C:3]([CH:5]([C:10](=[O:12])[CH3:11])[CH2:6]/[CH:7]=[CH:8]\[CH3:9])=[CH2:4] |f:2.3.4.5|. The reactants are OCCCO, CCCCCC, FC(F)(F)c1ccc(Cl)nc1, Cl, [H-], [Na+], CN(C)C=O. Yields the product OCCCOc1ccc(C(F)(F)F)cn1. As a reaction SMILES: [CH2:1]([CH2:2][CH2:3][OH:4])[OH:5].[CH3:20][CH2:21][CH2:22][CH2:23][CH2:24][CH3:25].[Cl:8][c:9]1[n:10][cH:11][c:12]([C:15]([F:16])([F:17])[F:18])[cH:13][cH:14]1.[ClH:19].[H-:6].[Na+:7].[O:26]=[CH:27][N:28]([CH3:29])[CH3:30]>>[CH2:1]([CH2:2][CH2:3][OH:4])[O:5][c:9]1[n:10][cH:11][c:12]([C:15]([F:16])([F:17])[F:18])[cH:13][cH:14]1. Reactants: CCO, N#CCCCSc1cccc(NC(=S)NCC(F)(F)F)n1, N. The product is N#CCCCSc1cccc(NC(N)=NCC(F)(F)F)n1. RXN SMILES: [CH3:23][CH2:24][OH:25].[F:1][C:2]([CH2:3][NH:4][C:5]([NH:6][c:7]1[n:8][c:9]([S:13][CH2:14][CH2:15][CH2:16][C:17]#[N:18])[cH:10][cH:11][cH:12]1)=[S:19])([F:20])[F:21].[NH3:22]>>[F:1][C:2]([CH2:3][N:4]=[C:5]([NH:6][c:7]1[n:8][c:9]([S:13][CH2:14][CH2:15][CH2:16][C:17]#[N:18])[cH:10][cH:11][cH:12]1)[NH2:22])([F:20])[F:21]. Starting materials: [Br-], O=C([O-])CN1C(=O)C2(CCSCC2)c2cc(Br)ccc21, [Li]C(C)(C)C, CC[Mg+], C1CCOC1, [Na+]. The product is O=C(O)CN1C(=O)C2(CCSCC2)c2ccccc21. Reaction SMILES: [Br-:1].[Br:5][c:6]1[cH:7][c:8]2[c:12]([cH:13][cH:14]1)[N:11]([CH2:15][C:16](=[O:17])[O-:18])[C:10](=[O:19])[C:9]21[CH2:20][CH2:21][S:22][CH2:23][CH2:24]1.[C:26]([Li:27])([CH3:28])([CH3:29])[CH3:30].[CH2:2]([Mg+:3])[CH3:4].[CH2:31]1[O:32][CH2:33][CH2:34][CH2:35]1.[Na+:25]>>[cH:6]1[cH:7][c:8]2[c:12]([cH:13][cH:14]1)[N:11]([CH2:15][C:16](=[O:17])[OH:18])[C:10](=[O:19])[C:9]21[CH2:20][CH2:21][S:22][CH2:23][CH2:24]1.